This data is from the Open Reaction Database (ORD), a public repository of structured organic reaction records. The task is: describe an organic reaction: reactants, conditions, products, and yield The reactants are IC1=CC2=C(N=C(CC(N2)=O)C=2C=C(C#N)C=CC2)C=C1 (3-(7-iodo-4-oxo-4,5-dihydro-3H-benzo[b][1,4]diazepin-2-yl)-benzonitrile), C(#C)C=1SC=CC1 (2-ethynylthiophene). Product: O=C1NC2=C(N=C(C1)C=1C=C(C#N)C=CC1)C=CC(=C2)C#CC=2SC=CC2 (3-(4-Oxo-7-thiophen-2-ylethynyl-4,5-dihydro-3H-benzo[b][1,4]diazepin-2-yl)-benzonitrile). Yield: 82.8%. Reaction SMILES: I[C:2]1[CH:21]=[CH:20][C:5]2[N:6]=[C:7]([C:12]3[CH:13]=[C:14]([CH:17]=[CH:18][CH:19]=3)[C:15]#[N:16])[CH2:8][C:9](=[O:11])[NH:10][C:4]=2[CH:3]=1.[C:22]([C:24]1[S:25][CH:26]=[CH:27][CH:28]=1)#[CH:23]>>[O:11]=[C:9]1[CH2:8][C:7]([C:12]2[CH:13]=[C:14]([CH:17]=[CH:18][CH:19]=2)[C:15]#[N:16])=[N:6][C:5]2[CH:20]=[CH:21][C:2]([C:23]#[C:22][C:24]3[S:25][CH:26]=[CH:27][CH:28]=3)=[CH:3][C:4]=2[NH:10]1. Procedure: Prepared from 3-(7-iodo-4-oxo-4,5-dihydro-3H-benzo[b][1,4]diazepin-2-yl)-benzonitrile (Example 50) (185 mg, 0.48 mmol) and 2-ethynylthiophene (78 mg, 0.72 mmol) [prepared from 2-thiophenecarboxaldehyde according to J. Org. Chem. 1982, 47, 2201–2204] according to the general procedure F. Obtained as a light yellow solid (146 mg). Starting materials: [OH-].[K+] (KOH), Ir(PPEI)COD, cis cis 1-5 cyclooctadiene, Cl(=O)(=O)(=O)[O-] (ClO4-), C1(=CC=CC=C1)CCN=CC1=NC=CC=C1 (2-pyridinal-phenylethylimine), C(C)(=O)C1=CC=CC=C1 (acetophenone). Solvent: C(C)(C)O (isopropanol), C(C)(C)O (isopropanol). Conditions: time 4 hour. The product is C1(=CC=CC=C1)C(C)O (1-phenylethanol). RXN SMILES: Cl([O-])(=O)(=O)=O.C1(CCN=CC2C=CC=CN=2)C=CC=CC=1.[OH-].[K+].[C:24]([C:27]1[CH:32]=[CH:31][CH:30]=[CH:29][CH:28]=1)(=[O:26])[CH3:25]>C(O)(C)C>[C:27]1([CH:24]([OH:26])[CH3:25])[CH:32]=[CH:31][CH:30]=[CH:29][CH:28]=1 |f:2.3|. Reported procedure: 24.4 mg of [Ir(PPEI)COD]+ClO4- (+) (4×10-5 moles) (PPEI=2-pyridinal-phenylethylimine; COD=cis cis 1-5 cyclooctadiene), suspended in 1 ml of isopropanol were oxidized with air for 4 hours. The resulting yellow solution was degasified for 20 minutes at reflux in a nitrogen stream and treated with 3.75 ml of a deaerated isopropanol solution of KOH (8 mg of KOH). After a 30-minutes reduction in a nitrogen stream, 4.8 ml of deaerated acetophenone were added. After a 120-minute reaction, a conversion ... As a reaction SMILES: [F:1][C:2]1[CH:7]=[C:6]([CH3:8])[C:5]([S:9][CH2:10][C:11]([F:14])([F:13])[F:12])=[CH:4][C:3]=1[NH:15][NH2:16].[C:17](Cl)(=[O:22])[CH2:18][C:19](Cl)=[O:20].O1CCC[CH2:25]1>>[F:1][C:2]1[CH:7]=[C:6]([CH3:8])[C:5]([S:9][CH2:10][C:11]([F:13])([F:14])[F:12])=[CH:4][C:3]=1[N:15]1[C:19]([OH:20])=[CH:18][C:17]([O:22][CH3:25])=[N:16]1. The reactants are FC1=C(C=C(C(=C1)C)SCC(F)(F)F)NN (2-fluoro-4-methyl-5-(2,2,2-trifluoroethylthio)phenylhydrazine), O1CCCC1 (tetrahydrofuran), C(CC(=O)Cl)(=O)Cl (malonyl chloride). Yields the product FC1=C(C=C(C(=C1)C)SCC(F)(F)F)N1N=C(C=C1O)OC (1-{2-fluoro-4-methyl-5-(2,2,2-trifluoroethylthio)phenyl}-5-hydroxy-3-methoxypyrazole). Procedure: 1.5 g of 2-fluoro-4-methyl-5-(2,2,2-trifluoroethylthio)phenylhydrazine was dissolved in 70 mL of tetrahydrofuran, and 0.83 g of malonyl chloride was added under cooling with ice. Stirring was carried out under reflux with heating for 5 hours, and the solvent was distilled off under reduced pressure. To the obtained residue, 20 mL of dichloromethane and 2 mL of methanol were added, and 0.7 mL of a diethyl ether solution (2.0 mol/L) of trimethylsilyldiazomethane was added under cooling with ice, f...